Dataset: the Open Reaction Database (ORD), a public repository of structured organic reaction records. Task: describe an organic reaction: reactants, conditions, products, and yield The reactants are Cn1ccnc1CCl, Cc1ccccc1N1CNC(=O)C12CCN(C(=O)c1cc(C(F)(F)F)cc(C(F)(F)F)c1)CC2. Product: Cc1ccccc1N1CN(Cc2nccn2C)C(=O)C12CCN(C(=O)c1cc(C(F)(F)F)cc(C(F)(F)F)c1)CC2. RXN SMILES: [Cl:35][CH2:36][c:37]1[n:38]([CH3:42])[cH:39][cH:40][n:41]1.[F:1][C:2]([c:3]1[cH:4][c:5]([C:6](=[O:7])[N:8]2[CH2:9][CH2:10][C:11]3([C:12](=[O:23])[NH:13][CH2:14][N:15]3[c:16]3[c:17]([CH3:22])[cH:18][cH:19][cH:20][cH:21]3)[CH2:24][CH2:25]2)[cH:26][c:27]([C:29]([F:30])([F:31])[F:32])[cH:28]1)([F:33])[F:34]>>[F:1][C:2]([c:3]1[cH:4][c:5]([C:6](=[O:7])[N:8]2[CH2:9][CH2:10][C:11]3([C:12](=[O:23])[N:13]([CH2:36][c:37]4[n:38]([CH3:42])[cH:39][cH:40][n:41]4)[CH2:14][N:15]3[c:16]3[c:17]([CH3:22])[cH:18][cH:19][cH:20][cH:21]3)[CH2:24][CH2:25]2)[cH:26][c:27]([C:29]([F:30])([F:31])[F:32])[cH:28]1)([F:33])[F:34]. Starting materials: O=C([O-])O, COCC(C)Oc1cc(Oc2ccc(S(=O)(=O)N(C)C)cc2)cc(C(=O)Nc2ccn(C)n2)c1, CC#N, C[Si](C)(C)I, [Na+]. Product: CC(CO)Oc1cc(Oc2ccc(S(=O)(=O)N(C)C)cc2)cc(C(=O)Nc2ccn(C)n2)c1. Reaction SMILES: [C:40](=[O:41])([O-:42])[OH:43].[CH3:1][N:2]([S:3](=[O:4])(=[O:5])[c:6]1[cH:7][cH:8][c:9]([O:10][c:11]2[cH:12][c:13]([C:14](=[O:15])[NH:16][c:17]3[n:18][n:19]([CH3:22])[cH:20][cH:21]3)[cH:23][c:24]([O:26][CH:27]([CH2:28][O:29][CH3:30])[CH3:31])[cH:25]2)[cH:32][cH:33]1)[CH3:34].[CH3:45][C:46]#[N:47].[I:35][Si:36]([CH3:37])([CH3:38])[CH3:39].[Na+:44]>>[CH3:1][N:2]([S:3](=[O:4])(=[O:5])[c:6]1[cH:7][cH:8][c:9]([O:10][c:11]2[cH:12][c:13]([C:14](=[O:15])[NH:16][c:17]3[n:18][n:19]([CH3:22])[cH:20][cH:21]3)[cH:23][c:24]([O:26][CH:27]([CH2:28][OH:29])[CH3:31])[cH:25]2)[cH:32][cH:33]1)[CH3:34]. The reactants are Cc1ccccc1, COC(=S)Cl, COP(OC)OC. Product: COC(=S)P(=O)(OC)OC. RXN SMILES: [CH3:13][c:14]1[cH:15][cH:16][cH:17][cH:18][cH:19]1.[Cl:1][C:2](=[S:3])[O:4][CH3:5].[P:6]([O:7][CH3:8])([O:9][CH3:10])[O:11][CH3:12]>>[C:2](=[S:3])([O:4][CH3:5])[P:6]([O:7][CH3:8])([O:9][CH3:10])=[O:11]. The reactants are NC1CCNCC1 (4-aminopiperidine), BrC=1SC(=C(N1)C)C(=O)OCC (ethyl 2-bromo-4-methylthiazole-5-carboxylate), C(C)(C)N(CC)C(C)C (diisopropylethylamine). Yields the product NC1CCN(CC1)C=1SC(=C(N1)C)C(=O)OCC (Ethyl 2-(4-aminopiperidin-1-yl)-4-methyl-1,3-thiazole-5-carboxylate). Isolated yield 87.6%. As a reaction SMILES: [NH2:1][CH:2]1[CH2:7][CH2:6][NH:5][CH2:4][CH2:3]1.Br[C:9]1[S:10][C:11]([C:15]([O:17][CH2:18][CH3:19])=[O:16])=[C:12]([CH3:14])[N:13]=1.C(N(C(C)C)CC)(C)C>>[NH2:1][CH:2]1[CH2:7][CH2:6][N:5]([C:9]2[S:10][C:11]([C:15]([O:17][CH2:18][CH3:19])=[O:16])=[C:12]([CH3:14])[N:13]=2)[CH2:4][CH2:3]1. Procedure details: The same operation as in Example (237a) was performed using 4-aminopiperidine (0.19 mL, 1.80 mmol), ethyl 2-bromo-4-methylthiazole-5-carboxylate (300 mg, 1.20 mmol) and diisopropylethylamine (0.42 mL, 2.40 mmol), to obtain 283 mg of the title compound as a pale yellow oily substance (88%). RXN SMILES: [C:2]([Si:3]([CH3:4])([CH3:5])[O:7][CH:8]1[CH2:9][CH:10]2[CH2:11][CH2:12][CH:13]3[CH:14]4[CH2:15][CH2:16][CH:17]([N+:27](=[O:28])[O-:29])[C:18]4([CH3:19])[CH2:20][CH2:21][CH:22]3[C:23]2([CH3:26])[CH2:24][CH2:25]1)([CH3:6])([CH3:30])[CH3:31].[CH3:32][OH:33].[ClH:1]>>[OH:7][CH:8]1[CH2:9][CH:10]2[CH2:11][CH2:12][CH:13]3[CH:14]4[CH2:15][CH2:16][CH:17]([N+:27](=[O:28])[O-:29])[C:18]4([CH3:19])[CH2:20][CH2:21][CH:22]3[C:23]2([CH3:26])[CH2:24][CH2:25]1. The product is CC12CCC(O)CC1CCC1C2CCC2(C)C1CCC2[N+](=O)[O-]. Starting materials: CC12CCC(O[Si](C)(C)C(C)(C)C)CC1CCC1C2CCC2(C)C1CCC2[N+](=O)[O-], CO, Cl. Reactants: C(C1=CC=CC=C1)NCC1=CC=CC=C1 (Dibenzylamine), [Cl-].[Li+] (lithium chloride), C(Cl)[C@@H]1CO1 ((S)-epichlorohydrin). Run in C1(=CC=CC=C1)C (toluene). Conditions: temperature 25 celsius, time 30 minute. Yields the product ClC[C@H](CN(CC1=CC=CC=C1)CC1=CC=CC=C1)O ((S)-1-chloro-3-(dibenzylamino)propan-2-ol). The yield is 89.7%. Reaction SMILES: [CH2:1]([NH:8][CH2:9][C:10]1[CH:15]=[CH:14][CH:13]=[CH:12][CH:11]=1)[C:2]1[CH:7]=[CH:6][CH:5]=[CH:4][CH:3]=1.[Cl-].[Li+].[CH2:18]([C@H:20]1[O:22][CH2:21]1)[Cl:19]>C1(C)C=CC=CC=1>[Cl:19][CH2:18][C@@H:20]([OH:22])[CH2:21][N:8]([CH2:1][C:2]1[CH:7]=[CH:6][CH:5]=[CH:4][CH:3]=1)[CH2:9][C:10]1[CH:15]=[CH:14][CH:13]=[CH:12][CH:11]=1 |f:1.2|. Procedure: Dibenzylamine (39.4 g, 0.20 mol) and lithium chloride (12.6 g, 0.30 mol) were added to 100 mL of toluene. The mixture was stirred at 25° C. for 30 minutes. (S)-epichlorohydrin (18.6 g, 0.2 mol) was then added and stirred at 60° C. for 8 hours. The mixture was filtered and the solvent was evaporated to provide 52 g of colorless oil in 90% yield. HPLC: 99.3%. As a reaction SMILES: [CH2:23]([c:24]1[cH:25][cH:26][cH:27][cH:28][cH:29]1)[O:30][C:31](=[O:32])[Cl:33].[N+:3](=[O:4])([O-:5])[c:6]1[c:7]([S:16][CH2:17][CH:18]([NH2:19])[C:20](=[O:21])[OH:22])[cH:8][cH:9][c:10]([C:12]([F:13])([F:14])[F:15])[cH:11]1.[Na+:2].[OH-:1]>>[N+:3](=[O:4])([O-:5])[c:6]1[c:7]([S:16][CH2:17][CH:18]([NH:19][C:31]([O:30][CH2:23][c:24]2[cH:25][cH:26][cH:27][cH:28][cH:29]2)=[O:32])[C:20](=[O:21])[OH:22])[cH:8][cH:9][c:10]([C:12]([F:13])([F:14])[F:15])[cH:11]1. The product is O=C(NC(CSc1ccc(C(F)(F)F)cc1[N+](=O)[O-])C(=O)O)OCc1ccccc1. Starting materials: O=C(Cl)OCc1ccccc1, NC(CSc1ccc(C(F)(F)F)cc1[N+](=O)[O-])C(=O)O, [Na+], [OH-]. Yields the product FC(F)(F)Oc1ccc2c(c1)OCCN2. RXN SMILES: [AlH4-:18].[F:1][C:2]([O:3][c:4]1[cH:5][c:6]2[c:7]([cH:13][cH:14]1)[NH:8][C:9](=[O:12])[CH2:10][O:11]2)([F:15])[F:16].[Li+:17].[O:20]1[CH2:21][CH2:22][CH2:23][CH2:24]1.[OH2:19]>>[F:1][C:2]([O:3][c:4]1[cH:5][c:6]2[c:7]([cH:13][cH:14]1)[NH:8][CH2:9][CH2:10][O:11]2)([F:15])[F:16]. Reactants: [AlH4-], O=C1COc2cc(OC(F)(F)F)ccc2N1, [Li+], C1CCOC1, O. The reactants are [Xe](F)F, n1c(nc2c(c1c1cnc(nc1)N)CCN2C1CC(C1)(F)F)N1CCOC[C@@H]1CO. Reagents/catalysts: c1ccc(cc1)-c2c3ccccc3cc4ccccc24 (9-Phenylanthracene). Solvent: CC#N (MeCN). Reaction conditions: temperature 25 celsius, time 18 hour. The product is Nc1ncc(cn1)c2nc(nc3N(CCc23)C4CC(F)(F)C4)N5CCOC[C@@H]5CF. RXN SMILES: [NH2:1][c:2]1[n:7][cH:6][c:5]([c:8]2[c:16]([c:12]3[n:11][c:10]([N:23]4[C@@H:28]([CH2:29]O)[CH2:27][O:26][CH2:25][CH2:24]4)[n:9]2)[CH2:15][CH2:14][N:13]3[CH:17]5[CH2:22][C:19]([F:21])([F:20])[CH2:18]5)[cH:4][n:3]1.[F:30][Xe]F>>[NH2:1][c:2]1[n:7][cH:6][c:5]([c:8]2[c:16]([c:12]3[n:11][c:10]([N:23]4[C@@H:28]([CH2:29][F:30])[CH2:27][O:26][CH2:25][CH2:24]4)[n:9]2)[CH2:15][CH2:14][N:13]3[CH:17]5[CH2:22][C:19]([F:21])([F:20])[CH2:18]5)[cH:4][n:3]1.